Dataset: the Open Reaction Database (ORD), a public repository of structured organic reaction records. Task: describe an organic reaction: reactants, conditions, products, and yield The reactants are CC(=O)[O-], CCO, CCCc1cc(Oc2ccc(Cl)cc2)ccc1C(=O)c1cc(OC)ccc1F, Cl, NO, [Na+]. Yields the product CCCc1cc(Oc2ccc(Cl)cc2)ccc1C(=NO)c1cc(OC)ccc1F. RXN SMILES: [CH3:33][C:34](=[O:35])[O-:36].[CH3:37][CH2:38][OH:39].[Cl:1][c:2]1[cH:3][cH:4][c:5]([O:6][c:7]2[cH:8][c:9]([CH2:24][CH2:25][CH3:26])[c:10]([C:13](=[O:14])[c:15]3[c:16]([F:23])[cH:17][cH:18][c:19]([O:21][CH3:22])[cH:20]3)[cH:11][cH:12]2)[cH:27][cH:28]1.[ClH:29].[NH2:30][OH:31].[Na+:32]>>[Cl:1][c:2]1[cH:3][cH:4][c:5]([O:6][c:7]2[cH:8][c:9]([CH2:24][CH2:25][CH3:26])[c:10]([C:13]([c:15]3[c:16]([F:23])[cH:17][cH:18][c:19]([O:21][CH3:22])[cH:20]3)=[N:30][OH:31])[cH:11][cH:12]2)[cH:27][cH:28]1. The reactants are N#N (N2), [I-].[K+] (potassium iodide), ice-salt, COC=1C=C(N)C=C(C1)OC (3,5-dimethoxyaniline), OS(=O)(=O)O (H2SO4), N(=O)[O-].[Na+] (NaNO2). The solvent is C(C)OCC (diethyl ether), O (water), O (water), O (water). Reaction conditions: temperature -5 celsius, time 10 minute. The product is COC=1C=C(C=C(C1)OC)I (3,5-dimethoxyiodobenzene). Yield: 61.2%. Reaction SMILES: [CH3:1][O:2][C:3]1[CH:4]=[C:5]([CH:7]=[C:8]([O:10][CH3:11])[CH:9]=1)N.OS(O)(=O)=O.N([O-])=O.[Na+].[I-:21].[K+].N#N>O.C(OCC)C>[CH3:1][O:2][C:3]1[CH:4]=[C:5]([I:21])[CH:7]=[C:8]([O:10][CH3:11])[CH:9]=1 |f:2.3,4.5|. Procedure details: To an ice-salt cooled solution of 4.55 g (29.7 mmol) of 3,5-dimethoxyaniline in 50 mL of water was added 4 mL of 98% H2SO4. After the solution had cooled to −5° C., a solution of 2.4 g (34.8 mmol) of NaNO2 in a minimum amount of water was added, keeping the temperature below 0° C. The reaction was stirred for 10 min, then 50 mL of diethyl ether was added. A solution of 15 g (90 mmol) of potassium iodide in a minimum amount of water was added slowly to control the evolution of N2. After 3 h, the ... Reactants: N1=CC(=CC=C1)C=O (pyridine-3-carboxaldehyde), O(C1=CC=CC=C1)C1=CC=C(CCN)C=C1 (4-phenoxyphenethylamine), [BH4-].[Na+] (Sodium borohydride). Solvent: CO (methanol), CO (methanol). Conditions: temperature 5 celsius, time 18 hour. Yields the product O(C1=CC=CC=C1)C1=CC=C(C=C1)CCNCC=1C=NC=CC1 (N-((4-phenoxy)phenylethyl)pyridine-3-methylamine). Yield: 94.5%. RXN SMILES: [N:1]1[CH:6]=[CH:5][CH:4]=[C:3]([CH:7]=O)[CH:2]=1.[O:9]([C:16]1[CH:24]=[CH:23][C:19]([CH2:20][CH2:21][NH2:22])=[CH:18][CH:17]=1)[C:10]1[CH:15]=[CH:14][CH:13]=[CH:12][CH:11]=1.[BH4-].[Na+]>CO>[O:9]([C:16]1[CH:17]=[CH:18][C:19]([CH2:20][CH2:21][NH:22][CH2:7][C:3]2[CH:2]=[N:1][CH:6]=[CH:5][CH:4]=2)=[CH:23][CH:24]=1)[C:10]1[CH:15]=[CH:14][CH:13]=[CH:12][CH:11]=1 |f:2.3|. Reported procedure: A solution of pyridine-3-carboxaldehyde (322 mg, 3.0 mmol) and 4-phenoxyphenethylamine (747 mg, 3.5 mmol) in reagent grade methanol (5 mL) under nitrogen was refluxed for 2 h, then cooled to 5° C. (ice bath), and diluted with more methanol (5 mL). Sodium borohydride (0.23 g, 6 mmol) was added, and the mixture was slowly allowed to reach room temperature and stirred at room temperature overnight (18 h). The mixture was concentrated in vacuo, taken up in dichloromethane, and filtered. The filtrate... The reactants are CC(=O)N1CCCC(=O)c2ccc(Cl)cc2CCC1=O, C[O-], CO, [Na+]. Product: O=C1CCc2cc(Cl)ccc2C(=O)CCCN1. Reaction SMILES: [C:1](=[O:2])([CH3:3])[N:4]1[C:5](=[O:20])[CH2:6][CH2:7][c:8]2[c:9]([cH:15][cH:16][c:17]([Cl:19])[cH:18]2)[C:10](=[O:14])[CH2:11][CH2:12][CH2:13]1.[CH3:21][O-:22].[CH3:24][OH:25].[Na+:23]>>[NH:4]1[C:5](=[O:20])[CH2:6][CH2:7][c:8]2[c:9]([cH:15][cH:16][c:17]([Cl:19])[cH:18]2)[C:10](=[O:14])[CH2:11][CH2:12][CH2:13]1.